Dataset: the Open Reaction Database (ORD), a public repository of structured organic reaction records. Task: describe an organic reaction: reactants, conditions, products, and yield The reactants are CN(C)C=O, ClCCCN1CCCC1, [H-], [I-], [Na+], [Na+], Oc1ccc(-n2cc3ccccc3n2)cc1. Product: c1ccc2[nH]ncc2c1. RXN SMILES: [CH3:30][N:31]([CH3:32])[CH:33]=[O:34].[Cl:21][CH2:22][CH2:23][CH2:24][N:25]1[CH2:26][CH2:27][CH2:28][CH2:29]1.[H-:19].[I-:18].[Na+:17].[Na+:20].[n:1]1[n:2](-[c:10]2[cH:11][cH:12][c:13]([OH:14])[cH:15][cH:16]2)[cH:3][c:4]2[cH:5][cH:6][cH:7][cH:8][c:9]12>>[nH:1]1[n:2][cH:3][c:4]2[cH:5][cH:6][cH:7][cH:8][c:9]12.